Dataset: the Open Reaction Database (ORD), a public repository of structured organic reaction records. Task: describe an organic reaction: reactants, conditions, products, and yield Starting materials: BrC1=CC=C(C=C1)C(C)(C)O (2-(4-Bromophenyl)propan-2-o1), IC (iodomethane), [H-].[Na+] (sodium hydride), oil. Solvent: C1CCOC1 (THF). Reaction conditions: time 24 hour. The product is BrC1=CC=C(C=C1)C(C)(C)OC (1-bromo-4-(1-methoxy-1-methyl-ethyl)-benzene). The yield is 26.7%. RXN SMILES: [Br:1][C:2]1[CH:7]=[CH:6][C:5]([C:8]([OH:11])([CH3:10])[CH3:9])=[CH:4][CH:3]=1.I[CH3:13].[H-].[Na+]>C1COCC1>[Br:1][C:2]1[CH:3]=[CH:4][C:5]([C:8]([O:11][CH3:13])([CH3:9])[CH3:10])=[CH:6][CH:7]=1 |f:2.3|. Procedure: A mixture of 6.87 g of ethyl 4-bromobenzoate (10) was allowed to react with 64 mL (1.4 M in toluene) of methyl magnesium bromide in THF at −40° C. for 1 hour, and the reaction mixture was gradually warmed to 0° C. The reaction was quenched with saturated aqueous ammonium chloride solution and the resultant mixture was extracted with ethyl acetate. The organic layer was washed with brine, was dried over magnesium sulfate, was filtered, and the solvent was removed in vacuo. Purification by silica ...